From a dataset of the Open Reaction Database (ORD), a public repository of structured organic reaction records. describe an organic reaction: reactants, conditions, products, and yield Reactants: ClCCl, CC(C)(O)C(c1cc(F)cc(F)c1)C1CN(C(c2ccccc2)c2ccccc2)C1, F, [Na+], [Na+], O=C([O-])O, [OH-], c1ccncc1. Yields the product CC(C)(F)C(c1cc(F)cc(F)c1)C1CN(C(c2ccccc2)c2ccccc2)C1. Reaction SMILES: [Cl:45][CH2:46][Cl:47].[F:1][c:2]1[cH:3][c:4]([CH:9]([C:10]([CH3:11])([OH:12])[CH3:13])[CH:14]2[CH2:15][N:16]([CH:18]([c:19]3[cH:20][cH:21][cH:22][cH:23][cH:24]3)[c:25]3[cH:26][cH:27][cH:28][cH:29][cH:30]3)[CH2:17]2)[cH:5][c:6]([F:8])[cH:7]1.[FH:37].[Na+:39].[Na+:44].[O-:40][C:41]([OH:42])=[O:43].[OH-:38].[n:31]1[cH:32][cH:33][cH:34][cH:35][cH:36]1>>[F:1][c:2]1[cH:3][c:4]([CH:9]([C:10]([CH3:11])([CH3:13])[F:37])[CH:14]2[CH2:15][N:16]([CH:18]([c:19]3[cH:20][cH:21][cH:22][cH:23][cH:24]3)[c:25]3[cH:26][cH:27][cH:28][cH:29][cH:30]3)[CH2:17]2)[cH:5][c:6]([F:8])[cH:7]1. Starting materials: [BH4-], CCO, O=Cc1cccnc1-c1cccc([N+](=O)[O-])c1, ClCCl, [Na+]. The product is O=[N+]([O-])c1cccc(-c2ncccc2CO)c1. As a reaction SMILES: [BH4-:18].[CH3:20][CH2:21][OH:22].[CH:1](=[O:2])[c:3]1[c:4](-[c:9]2[cH:10][c:11]([N+:15](=[O:16])[O-:17])[cH:12][cH:13][cH:14]2)[n:5][cH:6][cH:7][cH:8]1.[Cl:23][CH2:24][Cl:25].[Na+:19]>>[CH2:1]([OH:2])[c:3]1[c:4](-[c:9]2[cH:10][c:11]([N+:15](=[O:16])[O-:17])[cH:12][cH:13][cH:14]2)[n:5][cH:6][cH:7][cH:8]1.